The task is: describe an organic reaction: reactants, conditions, products, and yield. This data is from the Open Reaction Database (ORD), a public repository of structured organic reaction records. The yield is 58.0%. Procedure: Nitrogen gas is bubbled trough a solution of 1-(5-tert-butyl-2-methyl-2H-pyrazol-3-yl)-3-{3-fluoro-5-(piperidin-4-yloxy)-phenyl}-urea (390.6 mg, 1.0 mmol) and carbamic acid phenyl ester (140.6 mg, 1.0 mmol) in DMSO (2 mL) for 5 minutes. Next, N,N-diisopropylethylamine (350 μL, 2.0 mmol) is added. After stirred at 85° C. overnight, the reaction mixture is distributed between ethyl acetate (15 mL) and saturated sodium bicarbonate (50 mL). The aqueous phase is isolated and extracted with ethyl acet... Run at temperature 85 celsius, time 8 hour. Yields the product C(C)(C)(C)C=1C=C(N(N1)C)NC(NC=1C=C(OC2CCN(CC2)C(=O)N)C=C(C1)F)=O (4-{3-[3-(5-tert-Butyl-2-methyl-2H-pyrazol-3-yl)-ureido]-5-fluoro-phenoxy}-piperidine-1-carboxylic Acid Amide). Starting materials: C(C)(C)N(C(C)C)CC (N,N-diisopropylethylamine), C([O-])(O)=O.[Na+] (sodium bicarbonate), C(C)(C)(C)C=1C=C(N(N1)C)NC(=O)NC1=CC(=CC(=C1)OC1CCNCC1)F (1-(5-tert-butyl-2-methyl-2H-pyrazol-3-yl)-3-{3-fluoro-5-(piperidin-4-yloxy)-phenyl}-urea), C1(=CC=CC=C1)OC(N)=O (carbamic acid phenyl ester). Run in CS(=O)C (DMSO), C(C)(=O)OCC (ethyl acetate). RXN SMILES: [C:1]([C:5]1[CH:6]=[C:7]([NH:11][C:12]([NH:14][C:15]2[CH:20]=[C:19]([O:21][CH:22]3[CH2:27][CH2:26][NH:25][CH2:24][CH2:23]3)[CH:18]=[C:17]([F:28])[CH:16]=2)=[O:13])[N:8]([CH3:10])[N:9]=1)([CH3:4])([CH3:3])[CH3:2].C1([O:35][C:36](=O)[NH2:37])C=CC=CC=1.C(N(CC)C(C)C)(C)C.C(=O)(O)[O-].[Na+]>CS(C)=O.C(OCC)(=O)C>[C:1]([C:5]1[CH:6]=[C:7]([NH:11][C:12](=[O:13])[NH:14][C:15]2[CH:20]=[C:19]([CH:18]=[C:17]([F:28])[CH:16]=2)[O:21][CH:22]2[CH2:23][CH2:24][N:25]([C:36]([NH2:37])=[O:35])[CH2:26][CH2:27]2)[N:8]([CH3:10])[N:9]=1)([CH3:4])([CH3:2])[CH3:3] |f:3.4|.